Dataset: the Open Reaction Database (ORD), a public repository of structured organic reaction records. Task: describe an organic reaction: reactants, conditions, products, and yield Starting materials: O.S(=O)(=O)([O-])[O-].[Zn+].[NH4+] (ammonium zinc sulfate hydrate), N (ammonia). Yields the product S(=O)(=O)([O-])[O-].[Zn+2] (zinc sulfate), S(O)(O)(=O)=O (sulfuric acid). RXN SMILES: O.[S:2]([O-:6])([O-:5])(=[O:4])=[O:3].[Zn+:7].[NH4+].N>>[S:2]([O-:6])([O-:5])(=[O:4])=[O:3].[Zn+2:7].[S:2](=[O:4])(=[O:3])([OH:6])[OH:5] |f:0.1.2.3,5.6|. Procedure details: The present invention comprises the use of ammonium zinc sulfate hydrate to selectively recover ammonia from an aqueous solution in a solid crystalline form. The water and ammonia may then be recovered by heating the crystals and recovering the water and ammonia in the off gases. This process would then leave behind zinc sulfate and sulfuric acid, which can be resolubilized and recycled. Reactants: C(=O)(O)C1(CC=2N(C3=CC=CC=C3C2)CC1)CC(=O)O (8-carboxy-6,7,8,9-tetrahydropyrido[1,2-a]indole-8-acetic acid), C([O-])([O-])=O.[NH4+].[NH4+] (ammonium carbonate). Solvent: ClCCl.CO (dichloromethane methanol). Run at temperature 200 celsius. Product: N1C(C2(CC1=O)CC=1N(C3=CC=CC=C3C1)CC2)=O (7,9-dihydrospiro[pyrido[1,2-a]indole-8(6H),3'-pyrrolidine]-2',5'-dione). Yield: 68.8%. Reaction SMILES: [C:1]([C:4]1([CH2:17][C:18]([OH:20])=O)[CH2:16][CH2:15][N:7]2[C:8]3[C:13]([CH:14]=[C:6]2[CH2:5]1)=[CH:12][CH:11]=[CH:10][CH:9]=3)(O)=[O:2].C(=O)([O-])[O-].[NH4+:25].[NH4+]>ClCCl.CO>[NH:25]1[C:18](=[O:20])[CH2:17][C:4]2([CH2:16][CH2:15][N:7]3[C:8]4[C:13]([CH:14]=[C:6]3[CH2:5]2)=[CH:12][CH:11]=[CH:10][CH:9]=4)[C:1]1=[O:2] |f:1.2.3,4.5|. Procedure: A mixture of 100 mg of 8-carboxy-6,7,8,9-tetrahydropyrido[1,2-a]indole-8-acetic acid and 69 mg of ammonium carbonate was heated at 200° C. for 1 hour. After cooling and chromatography on silica gel using dichloromethane/methanol (9:1) for the elution there were obtained 64 mg of 7,9-dihydrospiro[pyrido[1,2-a]indole-8(6H),3'-pyrrolidine]-2',5'-dione. Starting materials: FC1=CC=C(C=C1)C=1C(=NN(C1C(F)(F)F)CC(=O)O)C1=CC=C(C=C1)S(=O)(=O)C ([4-(4-fluorophenyl)-3-[4-(methylsulfonyl)phenyl]-5-(trifluoromethyl)-1H-pyrazol-1-yl]acetic acid), C(=O)(N1C=NC=C1)N1C=NC=C1 (1,1'-carbonyldiimidazole), [OH-].[NH4+] (ammonium hydroxide). Run in O (water), C1CCOC1 (THF). Reaction conditions: temperature 25 celsius, time 18 hour. Yields the product FC1=CC=C(C=C1)C=1C(=NN(C1C(F)(F)F)CC(=O)N)C1=CC=C(C=C1)S(=O)(=O)C ([4-(4-fluorophenyl)-3-[4-(methylsulfonyl)phenyl]-5-(trifluoromethyl)-1H-pyrazol-1-yl]acetamide). Yield: 62.9%. RXN SMILES: [F:1][C:2]1[CH:7]=[CH:6][C:5]([C:8]2[C:9]([C:21]3[CH:26]=[CH:25][C:24]([S:27]([CH3:30])(=[O:29])=[O:28])=[CH:23][CH:22]=3)=[N:10][N:11]([CH2:17][C:18]([OH:20])=O)[C:12]=2[C:13]([F:16])([F:15])[F:14])=[CH:4][CH:3]=1.C(N1C=CN=C1)([N:33]1C=CN=C1)=O.[OH-].[NH4+]>C1COCC1.O>[F:1][C:2]1[CH:3]=[CH:4][C:5]([C:8]2[C:9]([C:21]3[CH:22]=[CH:23][C:24]([S:27]([CH3:30])(=[O:29])=[O:28])=[CH:25][CH:26]=3)=[N:10][N:11]([CH2:17][C:18]([NH2:33])=[O:20])[C:12]=2[C:13]([F:14])([F:16])[F:15])=[CH:6][CH:7]=1 |f:2.3|. Procedure: To a solution of [4-(4-fluorophenyl)-3-[4-(methylsulfonyl)phenyl]-5-(trifluoromethyl)-1H-pyrazol-1-yl]acetic acid (Example 10) (0.24 g, 0.54 mmol) in THF (6 mL) was added 0.10 g of 1,1'-carbonyldiimidazole at 25° C. under nitrogen. After gas evolution had ceased (approx. 30 minutes), 6 mL conc. ammonium hydroxide was added and the mixture stirred at 25° C. for 18 hours. The reaction mixture was diluted with water, extracted with two portions ethyl acetate and the organic layer washed successivel... Run in O1CCCC1 (tetrahydrofuran). Product: ClC1(C(C1)C(=O)NC1=CC=C(C=C1)C=1C2CC2C(NN1)=O)Cl (2-[p-(2,2-dichlorocyclopropylcarbonylamino)-phenyl]-3,4-diaza-bicyclo[4.1.0]hept-2-en-5-one). Reported procedure: 5.0 g (24.8 millimoles) of 2-(p-aminophenyl)-3,4-diaza-bicyclo[4.1.0]hept-2-en-5-one, 5.2 g (30.0 millimoles) of 2,2-dichlorocyclopropanecarboxylic acid chloride and 100 ml of absolute tetrahydrofuran are refluxed for 6 hours. The product is filtered off at 10° C., washed with water and recrystallized from a dimethylformamide/water mixture. 4.1 g (49% of theory) of 2-[p-(2,2-dichlorocyclopropylcarbonylamino)-phenyl]-3,4-diaza-bicyclo[4.1.0]hept-2-en-5-one are obtained as colorless crystals, of m... Yield: 48.9%. Reaction SMILES: [NH2:1][C:2]1[CH:7]=[CH:6][C:5]([C:8]2[CH:9]3[CH:11]([C:12](=[O:15])[NH:13][N:14]=2)[CH2:10]3)=[CH:4][CH:3]=1.[Cl:16][C:17]1([Cl:23])[CH2:19][CH:18]1[C:20](Cl)=[O:21]>O1CCCC1>[Cl:16][C:17]1([Cl:23])[CH2:19][CH:18]1[C:20]([NH:1][C:2]1[CH:3]=[CH:4][C:5]([C:8]2[CH:9]3[CH:11]([C:12](=[O:15])[NH:13][N:14]=2)[CH2:10]3)=[CH:6][CH:7]=1)=[O:21]. Reactants: NC1=CC=C(C=C1)C=1C2CC2C(NN1)=O (2-(p-aminophenyl)-3,4-diaza-bicyclo[4.1.0]hept-2-en-5-one), ClC1(C(C1)C(=O)Cl)Cl (2,2-dichlorocyclopropanecarboxylic acid chloride). Reactants: C(C)(C)(C)OC(=O)N1CCC(CC1)(CCC=C)OC(C)=O (tert-butyl-4-acetoxy-4-(but-3-en-1-yl)piperidine-1-carboxylate), CN(C)C=O (DMF). Reagents/catalysts: Cl[Cu] (CuCl), Cl[Pd]Cl (PdCl2). Run in O (H2O). Conditions: time 24 hour. Yields the product C(C)(C)(C)OC(=O)N1CCC(CC1)(CCC(C)=O)OC(C)=O (tert-butyl-4-acetoxy-4-(3-oxobutyl)piperidine-1-carboxylate). Reaction SMILES: [C:1]([O:5][C:6]([N:8]1[CH2:13][CH2:12][C:11]([O:18][C:19](=[O:21])[CH3:20])([CH2:14][CH2:15][CH:16]=[CH2:17])[CH2:10][CH2:9]1)=[O:7])([CH3:4])([CH3:3])[CH3:2].CN(C=[O:26])C>O.Cl[Cu].Cl[Pd]Cl>[C:1]([O:5][C:6]([N:8]1[CH2:13][CH2:12][C:11]([O:18][C:19](=[O:21])[CH3:20])([CH2:14][CH2:15][C:16](=[O:26])[CH3:17])[CH2:10][CH2:9]1)=[O:7])([CH3:4])([CH3:2])[CH3:3]. Procedure: To a solution of tert-butyl-4-acetoxy-4-(but-3-en-1-yl)piperidine-1-carboxylate (1 g, 3.36 mmol) in DMF (6 mL) and H2O (2 mL) was added CuCl (0.77 g, 7.73 mmol) and PdCl2 (0.16 g, 0.91 mmol) and the resulting suspension was stirred under an oxygen atmosphere at room temperature for 24 h. The insoluble materials were removed by filtration, and washed with ethyl acetate. The filtrate was dried over anhydrous Na2SO4, filtered, and concentrated under reduced pressure. The residue was purified by fla... Reactants: stannous chloride dihydrate, C([O-])(O)=O.[Na+] (sodium bicarbonate), ClC1=NC2=CC(=C(C(=C2N=C1Cl)[N+](=O)[O-])C)C (2,3-dichloro-6,7-dimethyl-5-nitroquinoxaline), stannous chloride dihydrate. Run in C(C)(=O)OCC (ethyl acetate), C(C)(=O)OCC (ethyl acetate). The product is NC1=C2N=C(C(=NC2=CC(=C1C)C)Cl)Cl (5-amino-2,3-dichloro-6,7-dimethylquinoxaline). The yield is 83.0%. Reaction SMILES: [Cl:1][C:2]1[C:11]([Cl:12])=[N:10][C:9]2[C:4](=[CH:5][C:6]([CH3:17])=[C:7]([CH3:16])[C:8]=2[N+:13]([O-])=O)[N:3]=1.C(=O)(O)[O-].[Na+]>C(OCC)(=O)C>[NH2:13][C:8]1[C:7]([CH3:16])=[C:6]([CH3:17])[CH:5]=[C:4]2[C:9]=1[N:10]=[C:11]([Cl:12])[C:2]([Cl:1])=[N:3]2 |f:1.2|. Procedure: A mixture of 2,3-dichloro-6,7-dimethyl-5-nitroquinoxaline, 8.33 g, 30.6 mmol) and stannous chloride dihydrate (34.54 g, 153 mmol) in ethyl acetate (300 ml) was heated at reflux for 11 hours. A further portion of stannous chloride dihydrate (13.82 g, 61.2 mmol) was added and the mixture was heated for 2 hours, cooled and diluted with ethyl acetate (500 ml). The mixture was added to saturated aqueous sodium bicarbonate (200 ml) and filtered, washing the filter cake well with ethyl acetate. The org...